From a dataset of the Open Reaction Database (ORD), a public repository of structured organic reaction records. describe an organic reaction: reactants, conditions, products, and yield The reactants are C(C)(C)(C)OC(NC1=C(C=C(C(=C1)OCC)C(F)(F)F)NC(CC(=O)C1=CC(=NC=C1)C#N)=O)=O ({2-[3-(2-cyano-pyridin-4-yl)-3-oxo-propionylamino]-5-ethoxy-4-trifluoromethyl-phenyl}-carbamic acid tert-butyl ester), C(=O)(C(F)(F)F)O (TFA). The solvent is C(Cl)Cl (CH2Cl2). Product: C(C)OC=1C(=CC2=C(N=C(CC(N2)=O)C2=CC(=NC=C2)C#N)C1)C(F)(F)F (4-(8-Ethoxy-4-oxo-7-trifluoromethyl-4,5-dihydro-3H-benzo[b][1,4]diazepin-2-yl)-pyridine-2-carbonitrile), solid. RXN SMILES: C(OC(=O)[NH:7][C:8]1[CH:13]=[C:12]([O:14][CH2:15][CH3:16])[C:11]([C:17]([F:20])([F:19])[F:18])=[CH:10][C:9]=1[NH:21][C:22](=[O:34])[CH2:23][C:24]([C:26]1[CH:31]=[CH:30][N:29]=[C:28]([C:32]#[N:33])[CH:27]=1)=O)(C)(C)C.C(O)(C(F)(F)F)=O>C(Cl)Cl>[CH2:15]([O:14][C:12]1[C:11]([C:17]([F:20])([F:19])[F:18])=[CH:10][C:9]2[NH:21][C:22](=[O:34])[CH2:23][C:24]([C:26]3[CH:31]=[CH:30][N:29]=[C:28]([C:32]#[N:33])[CH:27]=3)=[N:7][C:8]=2[CH:13]=1)[CH3:16]. Reported procedure: The title compound was prepared from {2-[3-(2-cyano-pyridin-4-yl)-3-oxo-propionylamino]-5-ethoxy-4-trifluoromethyl-phenyl}-carbamic acid tert-butyl ester (Example M36) (133 mg, 0.27 mmol) by treatment with TFA in CH2Cl2 according to the general procedure N. Obtained as an off-white solid (28 mg).